This data is from the Open Reaction Database (ORD), a public repository of structured organic reaction records. The task is: describe an organic reaction: reactants, conditions, products, and yield Reactants: O=C([O-])[O-], CCC(=O)Nc1ccccc1, CCOC(C)=O, I[Cu]I, Ic1ccccc1, [K+], [K+], O. Yields the product CCC(=O)N(c1ccccc1)c1ccccc1. As a reaction SMILES: [C:19](=[O:20])([O-:21])[O-:22].[CH3:1][CH2:2][C:3](=[O:4])[NH:5][c:6]1[cH:7][cH:8][cH:9][cH:10][cH:11]1.[CH3:29][CH2:30][O:31][C:32](=[O:33])[CH3:34].[Cu:26]([I:27])[I:28].[I:12][c:13]1[cH:14][cH:15][cH:16][cH:17][cH:18]1.[K+:23].[K+:24].[OH2:25]>>[CH3:1][CH2:2][C:3](=[O:4])[N:5]([c:6]1[cH:7][cH:8][cH:9][cH:10][cH:11]1)[c:13]1[cH:14][cH:15][cH:16][cH:17][cH:18]1. Starting materials: CC1(C)OB(c2cccc3[nH]ncc23)OC1(C)C, CN1CCC(N(Cc2cc3nc(Cl)nc(N4CCOCC4)c3s2)S(C)(=O)=O)C1. Product: CN1CCC(N(Cc2cc3nc(-c4cccc5[nH]ncc45)nc(N4CCOCC4)c3s2)S(C)(=O)=O)C1. RXN SMILES: [CH3:29][C:30]1([CH3:31])[C:32]([CH3:33])([CH3:34])[O:35][B:36]([c:37]2[c:38]3[cH:39][n:40][nH:41][c:42]3[cH:43][cH:44][cH:45]2)[O:46]1.[Cl:1][c:2]1[n:3][c:4]([N:23]2[CH2:24][CH2:25][O:26][CH2:27][CH2:28]2)[c:5]2[c:6]([n:7]1)[cH:8][c:9]([CH2:11][N:12]([S:13](=[O:14])(=[O:15])[CH3:16])[CH:17]1[CH2:18][N:19]([CH3:22])[CH2:20][CH2:21]1)[s:10]2>>[c:2]1(-[c:37]2[c:38]3[cH:39][n:40][nH:41][c:42]3[cH:43][cH:44][cH:45]2)[n:3][c:4]([N:23]2[CH2:24][CH2:25][O:26][CH2:27][CH2:28]2)[c:5]2[c:6]([n:7]1)[cH:8][c:9]([CH2:11][N:12]([S:13](=[O:14])(=[O:15])[CH3:16])[CH:17]1[CH2:18][N:19]([CH3:22])[CH2:20][CH2:21]1)[s:10]2. The reactants are C(C)(=O)OCC (ethyl acetate), COC(C1=C(C=CC=C1I)CBr)=O (2-bromomethyl-6-iodo-benzoic acid methyl ester), COC1=C(OC=2C=C(CN)C=CC2)C=CC=C1 (3-(2-methoxy-phenoxy)-benzylamine), C(=O)([O-])[O-].[K+].[K+] (K2CO3). Run in C1(=CC=CC=C1)C (toluene), CCCCCC (hexane). Run at temperature 100 celsius, time 2 hour. The product is IC=1C=CC=C2CN(C(C12)=O)CC1=CC(=CC=C1)OC1=C(C=CC=C1)OC (7-iodo-2-[3-(2-methoxy-phenoxy)-benzyl]-2,3-dihydro-isoindol-1-one). Isolated yield 23.8%. As a reaction SMILES: CO[C:3](=[O:13])[C:4]1[C:9]([I:10])=[CH:8][CH:7]=[CH:6][C:5]=1[CH2:11]Br.[CH3:14][O:15][C:16]1[CH:30]=[CH:29][CH:28]=[CH:27][C:17]=1[O:18][C:19]1[CH:20]=[C:21]([CH:24]=[CH:25][CH:26]=1)[CH2:22][NH2:23].C([O-])([O-])=O.[K+].[K+].C(OCC)(=O)C>C1(C)C=CC=CC=1.CCCCCC>[I:10][C:9]1[CH:8]=[CH:7][CH:6]=[C:5]2[C:4]=1[C:3](=[O:13])[N:23]([CH2:22][C:21]1[CH:24]=[CH:25][CH:26]=[C:19]([O:18][C:17]3[CH:27]=[CH:28][CH:29]=[CH:30][C:16]=3[O:15][CH3:14])[CH:20]=1)[CH2:11]2 |f:2.3.4|. Procedure: A mixture of 2-bromomethyl-6-iodo-benzoic acid methyl ester (0.178 g, 0.5 mmol), 3-(2-methoxy-phenoxy)-benzylamine (0.160 g, 0.6 mmol), and K2CO3 (0.138 g, 1.0 mmol) in toluene (5 mL) was heated with stirring at 100° C. for 2 h. Workup and silica gel column chromatography using 30% ethyl acetate in hexane afforded 7-iodo-2-[3-(2-methoxy-phenoxy)-benzyl]-2,3-dihydro-isoindol-1-one (0.056 g, 24%). 1H NMR (300 MHz, CDCl3): δ (ppm) 3.82 (s, 3H), 4.16 (s, 2H), 4.74 (s, 2H), 6.84-7.40 (m, 10H), 7.92 (... The reactants are amino acids, N[C@@H](CC(C)C)C(=O)O (Leu), N[C@@H](CC(O)=O)C(=O)O (Asp), N[C@@H](C)C(=O)O (Ala). Product: N[C@@H](CC(C)C)C(=O)OCC1=CC=CC=C1 (H-Leu-OBzl). Reaction SMILES: N[C@H:2]([C:7](O)=O)[CH2:3][C:4](=O)O.N[C@H:11]([C:13](O)=O)[CH3:12].[NH2:16][C@H:17]([C:22]([OH:24])=[O:23])[CH2:18][CH:19]([CH3:21])[CH3:20]>>[NH2:16][C@H:17]([C:22]([O:24][CH2:7][C:2]1[CH:13]=[CH:11][CH:12]=[CH:4][CH:3]=1)=[O:23])[CH2:18][CH:19]([CH3:21])[CH3:20]. Reported procedure: Anal. for amino acids [6-N HCl, 110° C., hydrolysis for 24 hours; figures in parentheses show theoretical values.]: Asp 2.00(2); Ala 1.06(1); Leu 2.11(2) LSIMS (M+H+)=714, (theoretical value)=714 Reactants: C(O)([O-])=O.[Na+] (sodium hydrogencarbonate), [I-].[K+] (potassium iodide), C12(C3CCC(C(CCC1)C2)C3)NC(CCCl)=O (N-(1-tricyclo[4.3.1.12,5 ]undecyl)-3-chloropropionamide), N1CCCCC1 (piperidine), aqueous solution. Solvent: C(C)OCC (diethyl ether). Conditions: time 6 hour. The product is Cl.C12(C3CCC(C(CCC1)C2)C3)NC(CCN3CCCCC3)=O (N-(1-tricyclo[4.3.1.12,5 ]undecyl)-3-piperidinopropionamide hydrochloride). Reaction SMILES: [C:1]12([NH:12][C:13](=[O:17])[CH2:14][CH2:15][Cl:16])[CH2:10][CH:6]([CH2:7][CH2:8][CH2:9]1)[CH:5]1[CH2:11][CH:2]2[CH2:3][CH2:4]1.[NH:18]1[CH2:23][CH2:22][CH2:21][CH2:20][CH2:19]1.C(=O)([O-])O.[Na+].[I-].[K+]>C(OCC)C>[ClH:16].[C:1]12([NH:12][C:13](=[O:17])[CH2:14][CH2:15][N:18]3[CH2:23][CH2:22][CH2:21][CH2:20][CH2:19]3)[CH2:10][CH:6]([CH2:7][CH2:8][CH2:9]1)[CH:5]1[CH2:11][CH:2]2[CH2:3][CH2:4]1 |f:2.3,4.5,7.8|. Procedure: To a solution of 1.00 g (3.91 millimoles) of N-(1-tricyclo[4.3.1.12,5 ]undecyl)-3-chloropropionamide and 0.33 g (3.91 millimoles) of piperidine in 20 ml of diethyl ether was added 6 ml of an aqueous solution containing 0.27 g (3.91 millimoles) of sodium hydrogencarbonate and 0.065 g (0.39 millimole) of potassium iodide, and the mixture was refluxed under stirring for 6 hours. The post treatment was carried out in the same manner as described in Example 1 to obtain 1.00 g (the yield being 75%) of... Conditions: time 1.5 hour. Procedure: Suspend lithium hydride (1.01 g, 126.4 mmol) in hexamethylphosphoramide (50 mL) and treat with 1-propanethiol (11.5 mL, 126.4 mmol). Stir for 1.5 hours and add to a solution of 4-[[2-(1,1-dimethylethoxy)-2-oxoethyl]amino-alpha-ethyl-benzeneacetic acid, methyl ester (2.77 g, 9.03 mmol) in hexamethylphosphoramide (50 mL) under a nitrogen atmosphere. Stir for 20 hours and pour into ice cold 5% hydrochloric acid (500 mL). Extract into ethyl ether (4×300 mL), wash with water (500 mL) and dry (MgSO4).... RXN SMILES: [H-].[Li+].C(S)CC.[CH3:7][C:8]([CH3:28])([O:10][C:11](=[O:27])[CH2:12][NH:13][C:14]1[CH:19]=[CH:18][CH:17]=[CH:16][C:15]=1[CH:20]([CH2:25][CH3:26])[C:21]([O:23]C)=[O:22])[CH3:9]>CN(C)P(N(C)C)(N(C)C)=O>[CH3:28][C:8]([CH3:9])([O:10][C:11](=[O:27])[CH2:12][NH:13][C:14]1[CH:19]=[CH:18][CH:17]=[CH:16][C:15]=1[CH:20]([CH2:25][CH3:26])[C:21]([OH:23])=[O:22])[CH3:7] |f:0.1|. Yields the product CC(C)(OC(CNC1=C(C=CC=C1)C(C(=O)O)CC)=O)C ([2-(1,1-Dimethylethoxy)-2-oxoethyl]amino-alpha-ethyl-benzeneacetic acid). Run in CN(P(=O)(N(C)C)N(C)C)C (hexamethylphosphoramide), CN(P(=O)(N(C)C)N(C)C)C (hexamethylphosphoramide). The reactants are [H-].[Li+] (lithium hydride), CC(C)(OC(CNC1=C(C=CC=C1)C(C(=O)OC)CC)=O)C ([2-(1,1-dimethylethoxy)-2-oxoethyl]amino-alpha-ethyl-benzeneacetic acid, methyl ester), ice, C(CC)S (1-propanethiol). Starting materials: C1COCCN1, C1CCOC1, CC(C)N1CCN(C(=O)c2ccc(C=O)cc2)CC1. Yields the product CC(C)N1CCN(C(=O)c2ccc(CN3CCOCC3)cc2)CC1. Reaction SMILES: [CH2:20]1[CH2:21][O:22][CH2:23][CH2:24][NH:25]1.[CH2:26]1[O:27][CH2:28][CH2:29][CH2:30]1.[CH:1]([CH3:2])([CH3:3])[N:4]1[CH2:5][CH2:6][N:7]([C:10](=[O:11])[c:12]2[cH:13][cH:14][c:15]([CH:16]=[O:17])[cH:18][cH:19]2)[CH2:8][CH2:9]1>>[CH:1]([CH3:2])([CH3:3])[N:4]1[CH2:5][CH2:6][N:7]([C:10](=[O:11])[c:12]2[cH:13][cH:14][c:15]([CH2:16][N:25]3[CH2:20][CH2:21][O:22][CH2:23][CH2:24]3)[cH:18][cH:19]2)[CH2:8][CH2:9]1.